This data is from the Open Reaction Database (ORD), a public repository of structured organic reaction records. The task is: describe an organic reaction: reactants, conditions, products, and yield Reactants: N1=C(C=NC=C1)C(=O)O (2-pyrazinecarboxylic acid), NC=1NC2=C(N1)C=CC=C2 (2-aminobenzimidazole), O1CCCC1 (tetrahydrofuran), FC(C(=O)OC(C(F)(F)F)=O)(F)F (trifluoroacetic anhydride). Solvent: O (water), C(C)N(CC)CC (triethylamine). Reaction conditions: time 5 hour. Yields the product N1=CC(=CC=C1)C(=O)NC=1NC2=C(N1)C=CC=C2 (2-(3-pyridylcarbonylamino)-benzimidazole). As a reaction SMILES: N1[CH:6]=[CH:5][N:4]=[CH:3][C:2]=1[C:7]([OH:9])=O.O1CCC[CH2:11]1.FC(F)(F)C(OC(=O)C(F)(F)F)=O.[NH2:28][C:29]1[NH:30][C:31]2[CH:37]=[CH:36][CH:35]=[CH:34][C:32]=2[N:33]=1>O.C(N(CC)CC)C>[N:4]1[CH:5]=[CH:6][CH:11]=[C:2]([C:7]([NH:28][C:29]2[NH:30][C:31]3[CH:37]=[CH:36][CH:35]=[CH:34][C:32]=3[N:33]=2)=[O:9])[CH:3]=1. Reported procedure: 3.7 G. of 2-pyrazinecarboxylic acid is suspended in 20 ml. of dry tetrahydrofuran and 6.3 g. of trifluoroacetic anhydride is added thereto. To the resulting solution, at 20°-25°C., there is added 8.5 ml. of triethylamine and 4 g. of 2-aminobenzimidazole (II) and the thus-obtained reaction mixture is stirred at 20°-25°C. for about 5hours. 200 Ml. of water is then added, followed by filtration and the residue is recrystallized from aqueous acetic acid to yield 2-(2-pyrazinylcarbonylamino)-benzimid... Reactants: CC(C)=O, O=[N+]([O-])c1ccccc1Nc1ccccc1Cl, [K+], [Na+], [OH-], [OH-]. Product: CN(c1ccccc1Cl)c1ccccc1[N+](=O)[O-]. As a reaction SMILES: [CH3:22][C:23](=[O:24])[CH3:25].[Cl:1][c:2]1[c:3]([NH:8][c:9]2[c:10]([N+:15](=[O:16])[O-:17])[cH:11][cH:12][cH:13][cH:14]2)[cH:4][cH:5][cH:6][cH:7]1.[K+:19].[Na+:21].[OH-:18].[OH-:20]>>[Cl:1][c:2]1[c:3]([N:8]([c:9]2[c:10]([N+:15](=[O:16])[O-:17])[cH:11][cH:12][cH:13][cH:14]2)[CH3:22])[cH:4][cH:5][cH:6][cH:7]1. Reactants: CCOC(CCCNc1ncnc2oc(-c3ccccc3)c(-c3ccc(OC)cc3)c12)OCC, CC(C)=O, Cl, O. Yields the product COc1ccc(-c2c(-c3ccccc3)oc3ncnc(NCCCC=O)c23)cc1. As a reaction SMILES: [CH2:1]([O:3][CH:4]([O:2][CH2:32][CH3:33])[CH2:5][CH2:6][CH2:7][NH:8][c:9]1[c:10]2[c:11]([n:12][cH:13][n:14]1)[o:15][c:16](-[c:26]1[cH:27][cH:28][cH:29][cH:30][cH:31]1)[c:17]2-[c:18]1[cH:19][cH:20][c:21]([O:24][CH3:25])[cH:22][cH:23]1)[CH3:34].[CH3:37][C:38](=[O:39])[CH3:40].[ClH:35].[OH2:36]>>[O:3]=[CH:4][CH2:5][CH2:6][CH2:7][NH:8][c:9]1[c:10]2[c:11]([n:12][cH:13][n:14]1)[o:15][c:16](-[c:26]1[cH:27][cH:28][cH:29][cH:30][cH:31]1)[c:17]2-[c:18]1[cH:19][cH:20][c:21]([O:24][CH3:25])[cH:22][cH:23]1. The product is N#Cc1ccc(N2CCN(c3ccc(N)cn3)CC2)cc1. Reactants: N#Cc1ccc(N2CCN(c3ccc([N+](=O)[O-])cn3)CC2)cc1, CCO, [H][H]. Reaction SMILES: [C:1](#[N:2])[c:3]1[cH:4][cH:5][c:6]([N:9]2[CH2:10][CH2:11][N:12]([c:15]3[n:16][cH:17][c:18]([N+:21]([O-:22])=[O:23])[cH:19][cH:20]3)[CH2:13][CH2:14]2)[cH:7][cH:8]1.[CH3:26][CH2:27][OH:28].[H:24][H:25]>>[C:1](#[N:2])[c:3]1[cH:4][cH:5][c:6]([N:9]2[CH2:10][CH2:11][N:12]([c:15]3[n:16][cH:17][c:18]([NH2:21])[cH:19][cH:20]3)[CH2:13][CH2:14]2)[cH:7][cH:8]1. Reactants: BrB(Br)Br, CCOC(=O)C(Nc1ccc(C#N)cc1)c1cc(C(C)C)c(OC(C)C)cc1C, O=C([O-])[O-], ClCCl, [Cs+], [Cs+], NC(=O)CI, [K+], O=S(=O)([O-])O. Product: CCOC(=O)C(Nc1ccc(C#N)cc1)c1cc(C(C)C)c(OCC(N)=O)cc1C. Reaction SMILES: [B:30]([Br:31])([Br:32])[Br:33].[C:1](#[N:2])[c:3]1[cH:4][cH:5][c:6]([NH:9][CH:10]([C:11](=[O:12])[O:13][CH2:14][CH3:15])[c:16]2[c:17]([CH3:29])[cH:18][c:19]([O:25][CH:26]([CH3:27])[CH3:28])[c:20]([CH:22]([CH3:23])[CH3:24])[cH:21]2)[cH:7][cH:8]1.[C:34](=[O:35])([O-:36])[O-:37].[Cl:51][CH2:52][Cl:53].[Cs+:38].[Cs+:39].[I:40][CH2:41][C:42](=[O:43])[NH2:44].[K+:50].[S:45](=[O:46])(=[O:47])([OH:48])[O-:49]>>[C:1](#[N:2])[c:3]1[cH:4][cH:5][c:6]([NH:9][CH:10]([C:11](=[O:12])[O:13][CH2:14][CH3:15])[c:16]2[c:17]([CH3:29])[cH:18][c:19]([O:25][CH2:41][C:42](=[O:43])[NH2:44])[c:20]([CH:22]([CH3:23])[CH3:24])[cH:21]2)[cH:7][cH:8]1. The reactants are FC=1C=C(C=CC1)C=1C=C(C(=C(C1)CNC=1C(=C(C=CC1C)O)C)C)C (3-[[5-(3-fluorophenyl)-2,3-dimethyl-phenyl]methylamino]-2,4-dimethyl-phenol), C(=O)([O-])[O-].[Cs+].[Cs+] (Cs2CO3), O (water), BrCC(=O)OC(C)C (isopropyl bromoacetate). Run in CN(C)C=O (DMF). Conditions: time 30 minute. Product: FC=1C=C(C=CC1)C=1C=C(C(=C(C1)CNC=1C(=C(OCC(=O)OC(C)C)C=CC1C)C)C)C (Isopropyl 2-[3-[[5-(3-fluorophenyl)-2,3-dimethyl-phenyl]methylamino]-2,4-dimethyl-phenoxy]acetate). The yield is 71.2%. RXN SMILES: [F:1][C:2]1[CH:3]=[C:4]([C:8]2[CH:9]=[C:10]([CH3:26])[C:11]([CH3:25])=[C:12]([CH2:14][NH:15][C:16]3[C:17]([CH3:24])=[C:18]([OH:23])[CH:19]=[CH:20][C:21]=3[CH3:22])[CH:13]=2)[CH:5]=[CH:6][CH:7]=1.C([O-])([O-])=O.[Cs+].[Cs+].Br[CH2:34][C:35]([O:37][CH:38]([CH3:40])[CH3:39])=[O:36].O>CN(C=O)C>[F:1][C:2]1[CH:3]=[C:4]([C:8]2[CH:9]=[C:10]([CH3:26])[C:11]([CH3:25])=[C:12]([CH2:14][NH:15][C:16]3[C:17]([CH3:24])=[C:18]([CH:19]=[CH:20][C:21]=3[CH3:22])[O:23][CH2:34][C:35]([O:37][CH:38]([CH3:40])[CH3:39])=[O:36])[CH:13]=2)[CH:5]=[CH:6][CH:7]=1 |f:1.2.3|. Procedure details: To a solution 3-[[5-(3-fluorophenyl)-2,3-dimethyl-phenyl]methylamino]-2,4-dimethyl-phenol (87.5 mg, 0.25 mmol, 1.0 eq) in DMF (10 mL) was added Cs2CO3 (0.16 g, 0.51 mmol, 2.0 eq). The reaction mixture was stirred at room temperature for 30 min then isopropyl bromoacetate (56 mg, 0.3 mmol, 1.2 eq) was added and the reaction stirred for a further 1 h. The resulting mixture was poured into water and extracted with EtOAc. The organic extract was washed with water and brine, dried (Na2SO4), filtered ... Starting materials: O=C1CCCCCCC1, C1CCOC1, CC(C)[N-]C(C)C, CCOC(C)=O, COc1cccc(C=O)c1, [Li+], O. Yields the product COc1cccc(C(O)C2CCCCCCC2=O)c1. RXN SMILES: [C:1]1(=[O:9])[CH2:2][CH2:3][CH2:4][CH2:5][CH2:6][CH2:7][CH2:8]1.[CH2:34]1[O:35][CH2:36][CH2:37][CH2:38]1.[CH3:11][CH:12]([N-:13][CH:14]([CH3:15])[CH3:16])[CH3:17].[CH3:28][CH2:29][O:30][C:31](=[O:32])[CH3:33].[CH:18]([c:19]1[cH:20][c:21]([O:25][CH3:26])[cH:22][cH:23][cH:24]1)=[O:27].[Li+:10].[OH2:39]>>[C:1]1(=[O:9])[CH:2]([CH:18]([c:19]2[cH:20][c:21]([O:25][CH3:26])[cH:22][cH:23][cH:24]2)[OH:27])[CH2:3][CH2:4][CH2:5][CH2:6][CH2:7][CH2:8]1. Reactants: CC(=O)Nc1cccc(Nc2ncc(C(N)=O)c(NCC3CCCN(C(=O)OCc4ccccc4)C3)n2)c1, CO, Cl. Product: CC(=O)Nc1cccc(Nc2ncc(C(N)=O)c(NCC3CCCNC3)n2)c1. RXN SMILES: [C:1]([CH3:2])(=[O:3])[NH:4][c:5]1[cH:6][c:7]([NH:11][c:12]2[n:13][cH:14][c:15]([C:36]([NH2:37])=[O:38])[c:16]([NH:18][CH2:19][CH:20]3[CH2:21][N:22]([C:26]([O:27][CH2:28][c:29]4[cH:30][cH:31][cH:32][cH:33][cH:34]4)=[O:35])[CH2:23][CH2:24][CH2:25]3)[n:17]2)[cH:8][cH:9][cH:10]1.[CH3:40][OH:41].[ClH:39]>>[C:1]([CH3:2])(=[O:3])[NH:4][c:5]1[cH:6][c:7]([NH:11][c:12]2[n:13][cH:14][c:15]([C:36]([NH2:37])=[O:38])[c:16]([NH:18][CH2:19][CH:20]3[CH2:21][NH:22][CH2:23][CH2:24][CH2:25]3)[n:17]2)[cH:8][cH:9][cH:10]1. Starting materials: NC1=NC=C(C=C1)C(F)(F)F (2-amino-5-trifluoromethylpyridine), ClCl (chlorine). The product is ClNC1=NC=C(C=C1)C(F)(F)F (2-chloroamino-5-trifluoromethylpyridine). Reaction SMILES: [NH2:1][C:2]1[CH:7]=[CH:6][C:5]([C:8]([F:11])([F:10])[F:9])=[CH:4][N:3]=1.[Cl:12]Cl>>[Cl:12][NH:1][C:2]1[CH:7]=[CH:6][C:5]([C:8]([F:9])([F:11])[F:10])=[CH:4][N:3]=1. Procedure details: The method according to claim 1, wherein 2-amino-5-trifluoromethylpyridine is reacted with chlorine to form 2-chloroamino-5-trifluoromethylpyridine, which is then subjected to a rearrangement reaction in the presence of at least one carboxylic acid selected from the group consisting of formic acid, acetic acid and propionic acid to obtain 2-amino-3-chloro-5-trifluoromethylpyridine. Reactants: CC1=C(C=CC(=C1)C)N1CCN(CC1)C(=O)C1=CC=C(C=C1)N1CC(CC1=O)C(=O)O (1-{4-[4-(2,4-dimethylphenyl)piperazine-1-carbonyl]phenyl}-5-oxopyrrolidine-3-carboxylic acid), Cl.FC1(CNCC1(F)F)F (3,3,4,4-tetrafluoropyrrolidine hydrochloride). Yields the product CC1=C(C=CC(=C1)C)N1CCN(CC1)C(=O)C1=CC=C(C=C1)N1C(CC(C1)C(=O)N1CC(C(C1)(F)F)(F)F)=O (1-{4-[4-(2,4-dimethylphenyl)piperazine-1-carbonyl]phenyl}-4-(3,3,4,4-tetrafluoropyrrolidine-1-carbonyl)pyrrolidin-2-one). Yield: 30.8%. As a reaction SMILES: [CH3:1][C:2]1[CH:7]=[C:6]([CH3:8])[CH:5]=[CH:4][C:3]=1[N:9]1[CH2:14][CH2:13][N:12]([C:15]([C:17]2[CH:22]=[CH:21][C:20]([N:23]3[C:27](=[O:28])[CH2:26][CH:25]([C:29]([OH:31])=O)[CH2:24]3)=[CH:19][CH:18]=2)=[O:16])[CH2:11][CH2:10]1.Cl.[F:33][C:34]1([F:41])[C:38]([F:40])([F:39])[CH2:37][NH:36][CH2:35]1>>[CH3:1][C:2]1[CH:7]=[C:6]([CH3:8])[CH:5]=[CH:4][C:3]=1[N:9]1[CH2:10][CH2:11][N:12]([C:15]([C:17]2[CH:22]=[CH:21][C:20]([N:23]3[CH2:24][CH:25]([C:29]([N:36]4[CH2:37][C:38]([F:40])([F:39])[C:34]([F:41])([F:33])[CH2:35]4)=[O:31])[CH2:26][C:27]3=[O:28])=[CH:19][CH:18]=2)=[O:16])[CH2:13][CH2:14]1 |f:1.2|. Procedure details: Using 1-{4-[4-(2,4-dimethylphenyl)piperazine-1-carbonyl]phenyl}-5-oxopyrrolidine-3-carboxylic acid (100 mg) described in Example 333 and 3,3,4,4-tetrafluoropyrrolidine hydrochloride (43 mg) and by the reaction and treatment in the same manner as in Example 86, the title compound (40 mg) was obtained.